From a dataset of the Open Reaction Database (ORD), a public repository of structured organic reaction records. describe an organic reaction: reactants, conditions, products, and yield Starting materials: C(C(C)C)N1C(N2C(C=3N=CNC13)=NN=C2)=O (6-isobutyl-6,7-dihydro-5h-[1,2,4]triazolo[3,4-i]purin-5-one), BrN1C(CCC1=O)=O (N-bromosuccinimide). The solvent is C1CCOC1 (THF). Run at time 30 minute. Yields the product BrC=1NC=2N(C(N3C(C2N1)=NN=C3)=O)CC(C)C (8-bromo-6-isobutyl-6,7-dihydro-5H-[1,2,4]triazolo[3,4-i]purin-5-one). RXN SMILES: [CH2:1]([N:5]1[C:13]2[NH:12][CH:11]=[N:10][C:9]=2[C:8]2=[N:14][N:15]=[CH:16][N:7]2[C:6]1=[O:17])[CH:2]([CH3:4])[CH3:3].[Br:18]N1C(=O)CCC1=O>C1COCC1>[Br:18][C:11]1[NH:12][C:13]2[N:5]([CH2:1][CH:2]([CH3:4])[CH3:3])[C:6](=[O:17])[N:7]3[CH:16]=[N:15][N:14]=[C:8]3[C:9]=2[N:10]=1. Procedure details: To a solution of 6-isobutyl-6,7-dihydro-5h-[1,2,4]triazolo[3,4-i]purin-5-one (9.4 mg, 40 mmol) in THF (5 ml) was added N-bromosuccinimide (8 mg, 44.7 mmol). The mixture was stirred at room temperature for 30 minutes. The reaction mixture was concentrated, and the residue was purified by preparative LCMS (method A) to provide the desired product. LCMS calculated for CO10H12BrN6O (M+H): 311.0. found 310.9, 313.0. As a reaction SMILES: [CH3:1][O:2][C:3]1[CH:12]=[CH:11][C:10]2[NH:9][C:8](=[O:13])[C:7]3[S:14][CH:15]=[CH:16][C:6]=3[C:5]=2[C:4]=1[C:17]1[CH:22]=[CH:21][C:20]([C:23]([CH3:27])([CH3:26])[C:24]#[N:25])=[CH:19][CH:18]=1.B>>[NH2:25][CH2:24][C:23]([C:20]1[CH:19]=[CH:18][C:17]([C:4]2[C:5]3[C:6]4[CH:16]=[CH:15][S:14][C:7]=4[C:8](=[O:13])[NH:9][C:10]=3[CH:11]=[CH:12][C:3]=2[O:2][CH3:1])=[CH:22][CH:21]=1)([CH3:27])[CH3:26]. Procedure: Following the procedure outlined for Example 265, 2-[4-(8-methoxy-4-oxo-4,5-dihydrothieno[2,3-c]quinolin-9-yl)phenyl]-2-methylpropanenitrile (250 mg, 0.67 mmol) was reacted with borane (1.0 M in THF, 10 mL, 10.0 mmol) to afford the desired product (100 mg, 40%) as a yellow solid: ESI MS m/z 379 [C22H22N2O2S+H]+. Product: NCC(C)(C)C1=CC=C(C=C1)C=1C=2C3=C(C(NC2C=CC1OC)=O)SC=C3 (9-[4-(1-Amino-2-methylpropa-2-yl)phenyl]-8-methoxythieno[2,3-c]quinolin-4(5H)-one). Reactants: COC1=C(C=2C3=C(C(NC2C=C1)=O)SC=C3)C3=CC=C(C=C3)C(C#N)(C)C (2-[4-(8-methoxy-4-oxo-4,5-dihydrothieno[2,3-c]quinolin-9-yl)phenyl]-2-methylpropanenitrile), B (borane). The yield is 39.4%. Reactants: C(=O)(OCC)C(C#N)CC1=CC(=C(C=C1)OC)OC (α-Carbethoxy-β-[3,4-dimethoxyphenyl]propionitrile), C(C)(=O)OC(OCC)OCC (diethoxymethyl acetate). Conditions: temperature 95 celsius. Yields the product C(=O)(OCC)C(C#N)(CC1=CC(=C(C=C1)OC)OC)C(OCC)OCC (α-Carbethoxy-α-diethoxymethyl-β-[3,4-dimethoxyphenyl]propionitrile). As a reaction SMILES: [C:1]([CH:6]([CH2:9][C:10]1[CH:15]=[CH:14][C:13]([O:16][CH3:17])=[C:12]([O:18][CH3:19])[CH:11]=1)[C:7]#[N:8])([O:3][CH2:4][CH3:5])=[O:2].[C:20]([O:23][CH:24](OCC)[O:25][CH2:26][CH3:27])(=O)[CH3:21]>>[C:1]([C:6]([CH:24]([O:25][CH2:26][CH3:27])[O:23][CH2:20][CH3:21])([CH2:9][C:10]1[CH:15]=[CH:14][C:13]([O:16][CH3:17])=[C:12]([O:18][CH3:19])[CH:11]=1)[C:7]#[N:8])([O:3][CH2:4][CH3:5])=[O:2]. Procedure: A mixture of α-Carbethoxy-β-[3,4-dimethoxyphenyl]propionitrile (10 g) and diethoxymethyl acetate (30 g) was heated at 95° C. for 20 hours. The volatiles were removed under vacuum pump pressure leaving 13.4 g (94%) of a nearly colorless oil which solidified on standing at -5° C. to a white solid, m.p. 62°-65° C.